From a dataset of the Open Reaction Database (ORD), a public repository of structured organic reaction records. describe an organic reaction: reactants, conditions, products, and yield Reactants: CC(=O)O, [Na+], CCOC(=O)COC1(OCC(=O)C2(O)Cc3c(O)c4c(c(O)c3C(OC3CC5C(OC6C(OC)OCCN56)C(C)O3)C2)C(=O)c2c(OC)cccc2C4=O)CCCCC1, [OH-], O. Product: COc1cccc2c1C(=O)c1c(O)c3c(c(O)c1C2=O)CC(O)(C(=O)COC1(OCC(=O)O)CCCCC1)CC3OC1CC2C(OC3C(OC)OCCN23)C(C)O1. Reaction SMILES: [C:61]([OH:62])(=[O:63])[CH3:64].[Na+:66].[O:1]=[C:2]([CH2:3][O:4][C:5]1([O:11][CH2:12][C:13](=[O:14])[O:15][CH2:16][CH3:17])[CH2:6][CH2:7][CH2:8][CH2:9][CH2:10]1)[C:18]1([OH:59])[CH2:19][c:20]2[c:21]([OH:58])[c:22]3[c:31]([c:32]([OH:53])[c:33]2[CH:34]([O:36][CH:37]2[CH2:38][CH:39]4[CH:40]([O:41][CH:42]5[CH:43]([O:48][CH3:49])[O:44][CH2:45][CH2:46][N:47]45)[CH:50]([CH3:52])[O:51]2)[CH2:35]1)[C:30](=[O:54])[c:29]1[c:24]([cH:25][cH:26][cH:27][c:28]1[O:55][CH3:56])[C:23]3=[O:57].[OH-:65].[OH2:60]>>[O:1]=[C:2]([CH2:3][O:4][C:5]1([O:11][CH2:12][C:13](=[O:14])[OH:15])[CH2:6][CH2:7][CH2:8][CH2:9][CH2:10]1)[C:18]1([OH:59])[CH2:19][c:20]2[c:21]([OH:58])[c:22]3[c:31]([c:32]([OH:53])[c:33]2[CH:34]([O:36][CH:37]2[CH2:38][CH:39]4[CH:40]([O:41][CH:42]5[CH:43]([O:48][CH3:49])[O:44][CH2:45][CH2:46][N:47]45)[CH:50]([CH3:52])[O:51]2)[CH2:35]1)[C:30](=[O:54])[c:29]1[c:24]([cH:25][cH:26][cH:27][c:28]1[O:55][CH3:56])[C:23]3=[O:57]. The reactants are C(C)(C)(C)N1C(C2=C(C(=C3N2CCC=2C=C(C(=CC32)C=3C=NC=CC3)OC)Br)CCC1)=O (9-tert-butyl-2-pyridin-3-yl-13-bromo-3-methoxy-5,6,9,10,11,12-hexahydro-8H-azepino[4′,3′:4,5]pyrrolo[2,1-a]isoquinolin-8-one), N1=CC(=CC=C1)B(O)O (pyridine-3-boronic acid), C(=O)([O-])[O-].[K+].[K+] (K2CO3). The reagents and catalysts are C=1C=CC(=CC1)[P](C=2C=CC=CC2)(C=3C=CC=CC3)[Pd]([P](C=4C=CC=CC4)(C=5C=CC=CC5)C=6C=CC=CC6)([P](C=7C=CC=CC7)(C=8C=CC=CC8)C=9C=CC=CC9)[P](C=1C=CC=CC1)(C=1C=CC=CC1)C=1C=CC=CC1 (Pd(PPh3)4). The solvent is O (water), C(OC)COC (dimethoxyethane). Reaction conditions: temperature 90 celsius. Yields the product C(C)(C)(C)N1C(C2=C(C(=C3N2CCC=2C=C(C(=CC32)C=3C=NC=CC3)OC)C=3C=NC=CC3)CCC1)=O (9-tert-butyl-2,13-di-(pyridin3-yl)-3-methoxy-5,6,9,10,11,12-hexahydro-8H-azepino[4′,3′:4,5]pyrrolo[2,1-a]isoquinolin-8-one). The yield is 69.1%. Reaction SMILES: [C:1]([N:5]1[CH2:31][CH2:30][CH2:29][C:8]2[C:9](Br)=[C:10]3[C:19]4[CH:18]=[C:17]([C:20]5[CH:21]=[N:22][CH:23]=[CH:24][CH:25]=5)[C:16]([O:26][CH3:27])=[CH:15][C:14]=4[CH2:13][CH2:12][N:11]3[C:7]=2[C:6]1=[O:32])([CH3:4])([CH3:3])[CH3:2].[N:33]1[CH:38]=[CH:37][CH:36]=[C:35](B(O)O)[CH:34]=1.C([O-])([O-])=O.[K+].[K+]>C(COC)OC.O.C1C=CC([P]([Pd]([P](C2C=CC=CC=2)(C2C=CC=CC=2)C2C=CC=CC=2)([P](C2C=CC=CC=2)(C2C=CC=CC=2)C2C=CC=CC=2)[P](C2C=CC=CC=2)(C2C=CC=CC=2)C2C=CC=CC=2)(C2C=CC=CC=2)C2C=CC=CC=2)=CC=1>[C:1]([N:5]1[CH2:31][CH2:30][CH2:29][C:8]2[C:9]([C:35]3[CH:34]=[N:33][CH:38]=[CH:37][CH:36]=3)=[C:10]3[C:19]4[CH:18]=[C:17]([C:20]5[CH:21]=[N:22][CH:23]=[CH:24][CH:25]=5)[C:16]([O:26][CH3:27])=[CH:15][C:14]=4[CH2:13][CH2:12][N:11]3[C:7]=2[C:6]1=[O:32])([CH3:4])([CH3:3])[CH3:2] |f:2.3.4,^1:58,60,79,98|. Reported procedure: A mixture of 45 mg of 13d, 20 mg of pyridine-3-boronic acid, 30 mg of K2CO3 and 10 mg of Pd(PPh3)4 in 2 ml of degassed dimethoxyethane was heated at 90° C., for 16 hr. The reaction mixture was cooled, diluted with water and the product was extracted with ethyl acetate. The extract was washed once with 2N KOH and once with water, dried and concentrated. The residue was purified by chromatography over silica gel, using a gradient of toluene/acetone as eluent. The isolated product was triturated wi... Reactants: CC(=O)NCCN, CC(C)CCO, Clc1ccc2ccccc2n1, [Na+], [Na+], O=C([O-])[O-]. Yields the product CC(=O)NCCNc1ccc2ccccc2n1. RXN SMILES: [C:12]([CH3:13])(=[O:14])[NH:15][CH2:16][CH2:17][NH2:18].[CH3:25][CH:26]([CH3:27])[CH2:28][CH2:29][OH:30].[Cl:1][c:2]1[n:3][c:4]2[cH:5][cH:6][cH:7][cH:8][c:9]2[cH:10][cH:11]1.[Na+:19].[Na+:20].[O-:21][C:22](=[O:23])[O-:24]>>[c:2]1([NH:18][CH2:17][CH2:16][NH:15][C:12]([CH3:13])=[O:14])[n:3][c:4]2[cH:5][cH:6][cH:7][cH:8][c:9]2[cH:10][cH:11]1. The reactants are C(C)(C)(C)OC(=O)N1[C@@H](CC(C1)=NOC)C(=O)O ((2S,4EZ)-1-(tert-butoxycarbonyl)-4-(methoxyimino)-2-pyrrolidinecarboxylic acid), N(=C=O)C1=CC(=CC=C1)OC (1-isocyanato-3-methoxybenzene), C(C)N1C2=CC=CC=C2C=2C=C(C=CC12)N (9-ethyl-9H-carbazol-3-amine). Yields the product C(C)N1C2=CC=CC=C2C=2C=C(C=CC12)NC(=O)[C@H]1N(CC(C1)=NOC)C(=O)NC1=CC(=CC=C1)OC ((2S,4EZ)-N2-(9-ethyl-9H-carbazol-3-yl)-4-(methoxyimino)-N1-(3-methoxyphenyl)-1,2-pyrrolidinedicarboxamide). As a reaction SMILES: C(O[C:6]([N:8]1[CH2:12][C:11](=[N:13][O:14][CH3:15])[CH2:10][C@H:9]1[C:16]([OH:18])=O)=[O:7])(C)(C)C.[N:19]([C:22]1[CH:27]=[CH:26][CH:25]=[C:24]([O:28][CH3:29])[CH:23]=1)=C=O.[CH2:30]([N:32]1[C:44]2[CH:43]=[CH:42][C:41]([NH2:45])=[CH:40][C:39]=2[C:38]2[C:33]1=[CH:34][CH:35]=[CH:36][CH:37]=2)[CH3:31]>>[CH2:30]([N:32]1[C:44]2[CH:43]=[CH:42][C:41]([NH:45][C:16]([C@@H:9]3[CH2:10][C:11](=[N:13][O:14][CH3:15])[CH2:12][N:8]3[C:6]([NH:19][C:22]3[CH:27]=[CH:26][CH:25]=[C:24]([O:28][CH3:29])[CH:23]=3)=[O:7])=[O:18])=[CH:40][C:39]=2[C:38]2[C:33]1=[CH:34][CH:35]=[CH:36][CH:37]=2)[CH3:31]. Reported procedure: Following the general method as outlined in Example 22, starting from (2S,4EZ)-1-(tert-butoxycarbonyl)-4-(methoxyimino)-2-pyrrolidinecarboxylic acid, 1-isocyanato-3-methoxybenzene, and 9-ethyl-9H-carbazol-3-amine the title compound was obtained in 100% purity by LC/MS. MS(ESI+): m/z=500.4. Reported procedure: Compound 30K (13 mg, 0.017 mmol) was dissolved in 1 ml of ethanol; 0.01 ml of hydrazine monohydrate was added and stirred at room temperature for 2 hours. The solvent was removed and the residue was purified by RP-HPLC eluting with acetonitrile/H2O (with 0.1% TFA) to afford the title compound. 1H NMR (400 MHz, CD3OD) δ 8.07 (d, 1H), 7.38 (m, 2H), 7.28-7.07 (m, 2H), 6.71 (t, 1H), 6.35 (m, 2H), 5.14 (m, 1H), 4.90 (s, 2H), 3.13 (m, 1H), 3.01-2.91 (m, 1H), 2.48 (m, 2H), 1.40 (m, 1H), 1.09 (m, 1H). M... The solvent is C(C)O (ethanol). Product: NC=1C=C(C(=NC1)[C@H](CC1=CC(=CC(=C1)F)F)NC(CN1N=C(C2=C1C([C@H]1[C@@H]2C1)(F)F)C(F)(F)F)=O)C=1C=CC(=C(C(=O)N)C1)F (5-(5-amino-2-((S)-1-(2-((3bS,4aR)-5,5-difluoro-3-(trifluoro methyl)-3b,4,4a,5-tetrahydro-1H-cyclopropa[3,4]cyclopenta[1,2-c]pyrazol-1-yl)acetamido)-2-(3,5-difluorophenyl)ethyl)pyridin-3-yl)-2-fluorobenzamide). Reaction conditions: time 2 hour. The reactants are FC1([C@H]2[C@@H](C3=C1N(N=C3C(F)(F)F)CC(=O)N[C@@H](CC3=CC(=CC(=C3)F)F)C3=NC=C(C=C3C=3C=CC(=C(C(=O)N)C3)F)N3C(C1=CC=CC=C1C3=O)=O)C2)F (5-(2-((S)-1-(2-((3bS,4aR)-5,5-difluoro-3-(trifluoromethyl)-3b,4,4a,5-tetrahydro-1H-cyclopropa[3,4]cyclopenta[1,2-c]pyrazol-1-yl)acetamido)-2-(3,5-difluorophenyl)ethyl)-5-(1,3-dioxoisoindolin-2-yl)pyridin-3-yl)-2-fluorobenzamide), O.NN (hydrazine monohydrate). Reaction SMILES: [F:1][C:2]1([F:56])[C:6]2[N:7]([CH2:14][C:15]([NH:17][C@H:18]([C:28]3[C:33]([C:34]4[CH:35]=[CH:36][C:37]([F:43])=[C:38]([CH:42]=4)[C:39]([NH2:41])=[O:40])=[CH:32][C:31]([N:44]4C(=O)C5C(=CC=CC=5)C4=O)=[CH:30][N:29]=3)[CH2:19][C:20]3[CH:25]=[C:24]([F:26])[CH:23]=[C:22]([F:27])[CH:21]=3)=[O:16])[N:8]=[C:9]([C:10]([F:13])([F:12])[F:11])[C:5]=2[C@H:4]2[CH2:55][C@@H:3]12.O.NN>C(O)C>[NH2:44][C:31]1[CH:32]=[C:33]([C:34]2[CH:35]=[CH:36][C:37]([F:43])=[C:38]([CH:42]=2)[C:39]([NH2:41])=[O:40])[C:28]([C@@H:18]([NH:17][C:15](=[O:16])[CH2:14][N:7]2[C:6]3[C:2]([F:56])([F:1])[C@@H:3]4[CH2:55][C@@H:4]4[C:5]=3[C:9]([C:10]([F:11])([F:12])[F:13])=[N:8]2)[CH2:19][C:20]2[CH:25]=[C:24]([F:26])[CH:23]=[C:22]([F:27])[CH:21]=2)=[N:29][CH:30]=1 |f:1.2|. Starting materials: O=C([O-])[O-], COS(=O)(=O)OC, CC(C)=O, [K+], [K+], COC(=O)c1sc(C(=O)OC)c([N+](=O)[O-])c1O. Product: COC(=O)c1sc(C(=O)OC)c([N+](=O)[O-])c1OC. As a reaction SMILES: [C:18](=[O:19])([O-:20])[O-:21].[CH3:24][O:25][S:26]([O:27][CH3:28])(=[O:29])=[O:30].[CH3:31][C:32](=[O:33])[CH3:34].[K+:22].[K+:23].[OH:1][c:2]1[c:3]([N+:15](=[O:16])[O-:17])[c:4]([C:11](=[O:12])[O:13][CH3:14])[s:5][c:6]1[C:7](=[O:8])[O:9][CH3:10]>>[O:1]([c:2]1[c:3]([N+:15](=[O:16])[O-:17])[c:4]([C:11](=[O:12])[O:13][CH3:14])[s:5][c:6]1[C:7](=[O:8])[O:9][CH3:10])[CH3:18].